From a dataset of the Open Reaction Database (ORD), a public repository of structured organic reaction records. describe an organic reaction: reactants, conditions, products, and yield The reactants are Cl(=O)(=O)(=O)O (Perchloric acid), O (water), O.O.O.[N+](=O)([O-])[O-].[Tl+3].[N+](=O)([O-])[O-].[N+](=O)([O-])[O-] (thallium (III) nitrate trihydrate), BrC1=CC=C(C=C1)C(=O)CC1=CC=CC=C1 (4-bromodeoxybenzoin). Solvent: COCCOC (ethylene glycol dimethyl ether), C(Cl)Cl (methylene chloride). Yields the product BrC1=CC=C(C=C1)C(=O)C(=O)C1=CC=CC=C1 (4-Bromobenzil). As a reaction SMILES: Cl(O)(=O)(=O)=O.[OH2:6].O.O.O.[N+]([O-])([O-])=O.[Tl+3].[N+]([O-])([O-])=O.[N+]([O-])([O-])=O.[Br:23][C:24]1[CH:29]=[CH:28][C:27]([C:30]([CH2:32][C:33]2[CH:38]=[CH:37][CH:36]=[CH:35][CH:34]=2)=[O:31])=[CH:26][CH:25]=1>C(Cl)Cl.COCCOC>[Br:23][C:24]1[CH:25]=[CH:26][C:27]([C:30]([C:32]([C:33]2[CH:34]=[CH:35][CH:36]=[CH:37][CH:38]=2)=[O:6])=[O:31])=[CH:28][CH:29]=1 |f:2.3.4.5.6.7.8|. Procedure: Perchloric acid (250 mL), water (250 mL), ethylene glycol dimethyl ether (glyme) (500 mL), thallium (III) nitrate trihydrate (222.0 g, 0.5 mol) and 4-bromodeoxybenzoin (68.75 g, 0.25 mol) are charged to a 2-liter round bottom 3-necked flask equipped with a reflux condenser and a mechanical stirrer. The reaction mixture is heated under nitrogen to reflux for 6 hours. After cooling to ambient temperature, methylene chloride (500 mL) is added. The resulting bilayer is decanted off the precipitated ... Reactants: C1(=CC=CC=C1)C(C(=O)N=C=O)C1=CC=CC=C1 (diphenylacetyl isocyanate), C(C)(C)(C)O (tert.-butyl alcohol). The product is C(C)(C)(C)OC(NC(C(C1=CC=CC=C1)C1=CC=CC=C1)=O)=O (Diphenylacetyl-carbamic acid tert.-butyl ester). Reaction SMILES: [C:1]1([CH:7]([C:13]2[CH:18]=[CH:17][CH:16]=[CH:15][CH:14]=2)[C:8]([N:10]=[C:11]=[O:12])=[O:9])[CH:6]=[CH:5][CH:4]=[CH:3][CH:2]=1.[C:19]([OH:23])([CH3:22])([CH3:21])[CH3:20]>>[C:19]([O:23][C:11](=[O:12])[NH:10][C:8](=[O:9])[CH:7]([C:1]1[CH:6]=[CH:5][CH:4]=[CH:3][CH:2]=1)[C:13]1[CH:18]=[CH:17][CH:16]=[CH:15][CH:14]=1)([CH3:22])([CH3:21])[CH3:20]. Procedure details: The title compound, light yellow solid, m.p. 160-162° C. and MS: m/e=334 (M+Na+) was prepared in accordance with the general method of example 1 from diphenylacetyl isocyanate and tert.-butyl alcohol. Starting materials: O=[N+]([O-])c1ccc(Br)cc1F, CCOC1CCC(N2CCC(N)CC2)CC1, CN(C)C=O, CCN(C(C)C)C(C)C, Cl, Cl. Yields the product CCOC1CCC(N2CCC(Nc3cc(Br)ccc3[N+](=O)[O-])CC2)CC1. RXN SMILES: [Br:1][c:2]1[cH:3][c:4]([F:11])[c:5]([N+:8](=[O:9])[O-:10])[cH:6][cH:7]1.[CH2:14]([CH3:15])[O:16][CH:17]1[CH2:18][CH2:19][CH:20]([N:23]2[CH2:24][CH2:25][CH:26]([NH2:29])[CH2:27][CH2:28]2)[CH2:21][CH2:22]1.[CH3:39][N:40]([CH3:41])[CH:42]=[O:43].[CH:30]([N:31]([CH:32]([CH3:33])[CH3:34])[CH2:35][CH3:36])([CH3:37])[CH3:38].[ClH:12].[ClH:13]>>[Br:1][c:2]1[cH:3][c:4]([NH:29][CH:26]2[CH2:25][CH2:24][N:23]([CH:20]3[CH2:19][CH2:18][CH:17]([O:16][CH2:14][CH3:15])[CH2:22][CH2:21]3)[CH2:28][CH2:27]2)[c:5]([N+:8](=[O:9])[O-:10])[cH:6][cH:7]1. Starting materials: B, C1CCOC1, CC(C)(C)Sc1c(CC(C)(C)C(=O)O)n(Cc2ccc(Cl)cc2)c2ccc(OCc3ccc4ccccc4n3)cc12, CSC. The product is CC(C)(CO)Cc1c(SC(C)(C)C)c2cc(OCc3ccc4ccccc4n3)ccc2n1Cc1ccc(Cl)cc1. RXN SMILES: [BH3:45].[CH2:46]1[O:47][CH2:48][CH2:49][CH2:50]1.[CH3:1][C:2]([CH3:3])([S:4][c:5]1[c:6]([CH2:34][C:35]([C:36](=[O:37])[OH:38])([CH3:39])[CH3:40])[n:7]([CH2:26][c:27]2[cH:28][cH:29][c:30]([Cl:33])[cH:31][cH:32]2)[c:8]2[cH:9][cH:10][c:11]([O:14][CH2:15][c:16]3[n:17][c:18]4[cH:19][cH:20][cH:21][cH:22][c:23]4[cH:24][cH:25]3)[cH:12][c:13]12)[CH3:41].[CH3:42][S:43][CH3:44]>>[CH3:1][C:2]([CH3:3])([S:4][c:5]1[c:6]([CH2:34][C:35]([CH2:36][OH:37])([CH3:39])[CH3:40])[n:7]([CH2:26][c:27]2[cH:28][cH:29][c:30]([Cl:33])[cH:31][cH:32]2)[c:8]2[cH:9][cH:10][c:11]([O:14][CH2:15][c:16]3[n:17][c:18]4[cH:19][cH:20][cH:21][cH:22][c:23]4[cH:24][cH:25]3)[cH:12][c:13]12)[CH3:41]. Starting materials: [N+](=O)([O-])C1=CC=C(C=C1)N1C=NC=2C=[N+](C=CC21)[O-] (1-(4-nitrophenyl)-1H-imidazo[4,5-c]pyridine 5-oxide), P(=O)(Cl)(Cl)Cl (phosphorus oxychloride). Conditions: temperature 80 celsius, time 14 hour. The product is ClC1=NC=CC2=C1N=CN2C2=CC=C(C=C2)[N+](=O)[O-] (4-chloro-1-(4-nitrophenyl)-1H-imidazo-[4,5-c]pyridine). As a reaction SMILES: [N+:1]([C:4]1[CH:9]=[CH:8][C:7]([N:10]2[C:18]3[CH:17]=[CH:16][N+:15]([O-])=[CH:14][C:13]=3[N:12]=[CH:11]2)=[CH:6][CH:5]=1)([O-:3])=[O:2].P(Cl)(Cl)([Cl:22])=O>>[Cl:22][C:14]1[C:13]2[N:12]=[CH:11][N:10]([C:7]3[CH:8]=[CH:9][C:4]([N+:1]([O-:3])=[O:2])=[CH:5][CH:6]=3)[C:18]=2[CH:17]=[CH:16][N:15]=1. Procedure: In 5 mL of phosphorus oxychloride, 42 mg (0.164 mmol) of 1-(4-nitrophenyl)-1H-imidazo[4,5-c]pyridine 5-oxide was dissolved and the solution was stirred at 80° C. for 14 hours. Excess reagent was distilled under reduced pressure, and the residue was partitioned between ethyl acetate (10 mL×2) and a sodium hydrogencarbonate aqueous solution (10 mL). The combined organic layers were washed with a saturated sodium chloride solution, dried on anhydrous sodium sulfate and then concentrated under reduc...